From a dataset of the Open Reaction Database (ORD), a public repository of structured organic reaction records. describe an organic reaction: reactants, conditions, products, and yield The product is FC1=CC=C(C=C1)OCCCBr (3-bromopropyl 4-fluorophenyl ether). Isolated yield 14.7%. As a reaction SMILES: [F:1][C:2]1[CH:7]=[CH:6][C:5]([OH:8])=[CH:4][CH:3]=1.[Br:9][CH2:10][CH2:11][CH2:12]Br.C([O-])([O-])=O.[Cs+].[Cs+]>C(#N)C>[F:1][C:2]1[CH:7]=[CH:6][C:5]([O:8][CH2:12][CH2:11][CH2:10][Br:9])=[CH:4][CH:3]=1 |f:2.3.4|. Reported procedure: To a solution of 4-fluorophenol (0.0567 g, 0.506 mmol) in acetonitrile (4 mL) was added 1,3-dibromopropane (0.520 mL, 5.12 mmol) followed by Cs2CO3 (0.252 g, 0.774 mmol). The reaction mixture was stirred for 24 h and then concentrated under vacuum. The resulting residue was treated with H2O (4 mL) and extracted with DCM (8 mL). The organic layer was dried through a phase separator and concentrated under vacuum. The residue was taken up in DMSO and purified by preparatory HPLC (without TFA) to gi... Solvent: C(C)#N (acetonitrile). Run at time 24 hour. Reactants: FC1=CC=C(C=C1)O (4-fluorophenol), BrCCCBr (1,3-dibromopropane), C(=O)([O-])[O-].[Cs+].[Cs+] (Cs2CO3). The reactants are BrC1=C(C=C(C(=O)OC)C=C1)F (methyl 4-bromo-3-fluorobenzoate), [H-].[Al+3].[Li+].[H-].[H-].[H-] (lithium aluminium hydride), S(=S)(=O)([O-])[O-].[Na+].[Na+] (sodium thiosulfate). The solvent is CCOCC (Et2O), C1CCOC1 (THF). Reaction conditions: time 2 day. The product is BrC1=C(C=C(C=C1)CO)F ((4-bromo-3-fluorophenyl)methanol). Yield: 93.4%. RXN SMILES: [H-].[Al+3].[Li+].[H-].[H-].[H-].[Br:7][C:8]1[CH:17]=[CH:16][C:11]([C:12](OC)=[O:13])=[CH:10][C:9]=1[F:18].S([O-])([O-])(=O)=S.[Na+].[Na+]>C1COCC1.CCOCC>[Br:7][C:8]1[CH:17]=[CH:16][C:11]([CH2:12][OH:13])=[CH:10][C:9]=1[F:18] |f:0.1.2.3.4.5,7.8.9|. Reported procedure: A cooled (0° C.) suspension of lithium aluminium hydride (88 mg; 2.3 mmol) in anhydrous THF (10 mL) was treated dropwise with a solution of methyl 4-bromo-3-fluorobenzoate (Combi-Blocks; 300 mg; 1.29 mmol) dissolved in anhydrous Et2O (10 mL), and the reaction mixture was stirred at RT for 2 days. The reaction mixture was treated with a saturated aqueous solution of sodium thiosulfate. The organic phase was separated, dried over MgSO4, filtered and concentrated to dryness affording the title comp... Reactants: FC=1C=C(C=C(C1)F)[C@@H]1C[C@@H](C(C(N1CC(=O)OCC)=O)(C)C)O (ethyl [(4S,6S)-6-(3,5-difluorophenyl)-4-hydroxy-3,3-dimethyl-2-oxopiperidin-1-yl]acetate), LiOH monohydrate, Cl (HCl). The solvent is C1CCOC1 (THF), O (H2O). Run at time 1 hour. The product is FC=1C=C(C=C(C1)F)[C@@H]1C[C@@H](C(C(N1CC(=O)O)=O)(C)C)O ([(4S,6S)-6-(3,5-Difluorophenyl)-4-hydroxy-3,3-dimethyl-2-oxopiperidin-1-yl]acetic acid). As a reaction SMILES: [F:1][C:2]1[CH:3]=[C:4]([C@H:9]2[N:14]([CH2:15][C:16]([O:18]CC)=[O:17])[C:13](=[O:21])[C:12]([CH3:23])([CH3:22])[C@@H:11]([OH:24])[CH2:10]2)[CH:5]=[C:6]([F:8])[CH:7]=1.Cl>C1COCC1.O>[F:1][C:2]1[CH:3]=[C:4]([C@H:9]2[N:14]([CH2:15][C:16]([OH:18])=[O:17])[C:13](=[O:21])[C:12]([CH3:22])([CH3:23])[C@@H:11]([OH:24])[CH2:10]2)[CH:5]=[C:6]([F:8])[CH:7]=1. Procedure details: To a solution of ethyl [(4S,6S)-6-(3,5-difluorophenyl)-4-hydroxy-3,3-dimethyl-2-oxopiperidin-1-yl]acetate from Step C (64 mg, 187 mmol) in THF (1 mL) and H2O (0.5 mL) was added LiOH monohydrate (14 mg, 334 mmol) and the resulting mixture was stirred at ambient temperature for 1 h. The reaction mixture was quenched with 1 N HCl (0.40 mL, 400 mmol), concentrated in vacuo and dried to afford the title compound. MS: m/z=314 (M+1).